describe an organic reaction: reactants, conditions, products, and yield From a dataset of the Open Reaction Database (ORD), a public repository of structured organic reaction records. Starting materials: C(C)(=O)O (acetic acid), NC1=NC(=NC=C1C(C1=C(C=CC(=C1)F)OC)=O)NC1CCN(CC1)S(=O)(=O)CCCOC(C)=O (acetic acid 3-[4-[4-amino-5-(5-fluoro-2-methoxy-benzoyl)-pyrimidin-2-ylamino]-piperidine-1-sulfonyl]-propyl ester), [OH-].[K+] (potassium hydroxide), C(C)O (ethanol). Solvent: O (water), O (water). Conditions: temperature 25 celsius, time 1 hour. Product: NC1=NC(=NC=C1C(=O)C1=C(C=CC(=C1)F)OC)NC1CCN(CC1)S(=O)(=O)CCCO ([4-Amino-2-[1-(3-hydroxy-propane-1-sulfonyl)-piperidin-4-ylamino]-pyrimidin-5-yl]-(5-fluoro-2-methoxy-phenyl)-methanone). Yield: 52.4%. As a reaction SMILES: [NH2:1][C:2]1[C:7]([C:8](=[O:18])[C:9]2[CH:14]=[C:13]([F:15])[CH:12]=[CH:11][C:10]=2[O:16][CH3:17])=[CH:6][N:5]=[C:4]([NH:19][CH:20]2[CH2:25][CH2:24][N:23]([S:26]([CH2:29][CH2:30][CH2:31][O:32]C(=O)C)(=[O:28])=[O:27])[CH2:22][CH2:21]2)[N:3]=1.[OH-].[K+].C(O)C.C(O)(=O)C>O>[NH2:1][C:2]1[C:7]([C:8]([C:9]2[CH:14]=[C:13]([F:15])[CH:12]=[CH:11][C:10]=2[O:16][CH3:17])=[O:18])=[CH:6][N:5]=[C:4]([NH:19][CH:20]2[CH2:25][CH2:24][N:23]([S:26]([CH2:29][CH2:30][CH2:31][OH:32])(=[O:28])=[O:27])[CH2:22][CH2:21]2)[N:3]=1 |f:1.2|. Reported procedure: A suspension of acetic acid 3-[4-[4-amino-5-(5-fluoro-2-methoxy-benzoyl)-pyrimidin-2-ylamino]-piperidine-1-sulfonyl]-propyl ester (25 mg, 0.049 mmol, Example 274) in a solution of potassium hydroxide (50 mg, 0.9 mmol), water (1 mL) and ethanol (6 mL) was stirred at 25° C. for 1 hour. The solution was cooled, acidified with acetic acid and reduced in volume to 2 mL. This was diluted with water and the product extracted into methylene chloride. After washing with water, the organic layer was separ... Starting materials: compounds, FC1=CC=C(C=C1)NC1=C(CN2C(N(C(C2(C)C)=O)C2=CC(=C(C#N)C=C2)C(F)(F)F)=O)C=C(C=C1)OC (4-{3-[2-(4-fluorophenylamino)-5-methoxybenzyl]-4,4-dimethyl-2,5-dioxoimidazolidin-1-yl}-2-trifluoromethylbenzonitrile), COC=1C=CC(=C(CN2C(N(C(C2(C)C)=O)C2=CC(=C(C#N)C=C2)C(F)(F)F)=O)C1)NC1=CC=C(C=C1)C(F)(F)F (4-{3-[5-methoxy-2-(4-trifluoromethylphenylamino)benzyl]-4,4-dimethyl-2,5-dioxoimidazolidin-1-yl}-2-trifluoromethylbenzonitrile). The product is COC=1C=CC(=C(CN2C(N(C(C2(C)C)=O)C2=CC(=C(C#N)C=C2)C(F)(F)F)=O)C1)NC1=CC=CC=C1 (4-[3-(5-methoxy-2-phenylaminobenzyl)-4,4-dimethyl-2,5-dioxoimidazolidin-1-yl]-2-trifluoromethylbenzonitrile). RXN SMILES: F[C:2]1[CH:7]=[CH:6][C:5]([NH:8][C:9]2[CH:36]=[CH:35][C:34]([O:37][CH3:38])=[CH:33][C:10]=2[CH2:11][N:12]2[C:16]([CH3:18])([CH3:17])[C:15](=[O:19])[N:14]([C:20]3[CH:27]=[CH:26][C:23]([C:24]#[N:25])=[C:22]([C:28]([F:31])([F:30])[F:29])[CH:21]=3)[C:13]2=[O:32])=[CH:4][CH:3]=1.COC1C=CC(NC2C=CC(C(F)(F)F)=CC=2)=C(C=1)CN1C(C)(C)C(=O)N(C2C=CC(C#N)=C(C(F)(F)F)C=2)C1=O>>[CH3:38][O:37][C:34]1[CH:35]=[CH:36][C:9]([NH:8][C:5]2[CH:6]=[CH:7][CH:2]=[CH:3][CH:4]=2)=[C:10]([CH:33]=1)[CH2:11][N:12]1[C:16]([CH3:18])([CH3:17])[C:15](=[O:19])[N:14]([C:20]2[CH:27]=[CH:26][C:23]([C:24]#[N:25])=[C:22]([C:28]([F:30])([F:31])[F:29])[CH:21]=2)[C:13]1=[O:32]. Procedure: The compounds of example 7, 4-{3-[2-(4-fluorophenylamino)-5-methoxybenzyl]-4,4-dimethyl-2,5-dioxoimidazolidin-1-yl}-2-trifluoromethylbenzonitrile (molecular weight 526.16 (C27H22F4N4O3); retention time Rt=2.19 min. [B]; MS (ESI): 527.13 (MH+), and of examples 8, 4-{3-[5-methoxy-2-(4-trifluoromethylphenylamino)benzyl]-4,4-dimethyl-2,5-dioxoimidazolidin-1-yl}-2-trifluoromethylbenzonitrile (molecular weight 576.15 (C28H22F6N4O3); retention time Rt=2.30 min. [B]; MS (ESI): 577.15 (MH+), Starting materials: C(C)OC=1C=C(C=CC=O)C=CC1OCC=1N=C(OC1)C1=CC=CC=C1 (3-ethoxy-4-(2-phenyl-4-oxazolylmethoxy)cinnamaldehyde), O1C(NC(C1)=O)=O (2,4-oxazolidinedione), N1CCCCC1 (piperidine), C(C)(=O)O (acetic acid). Reagents/catalysts: [C].[Pd] (palladium-carbon). Solvent: O1CCCC1 (tetrahydrofuran). Run at time 24 hour. Product: C(C)OC=1C=C(C=CC1OCC=1N=C(OC1)C1=CC=CC=C1)CCCC1C(NC(O1)=O)=O (5-[3-[3-ethoxy-4-(2-phenyl-4-oxazolylmethoxy)phenyl]propyl]-2,4-oxazolidinedione). As a reaction SMILES: [CH2:1]([O:3][C:4]1[CH:5]=[C:6]([CH:11]=[CH:12][C:13]=1[O:14][CH2:15][C:16]1[N:17]=[C:18]([C:21]2[CH:26]=[CH:25][CH:24]=[CH:23][CH:22]=2)[O:19][CH:20]=1)[CH:7]=[CH:8][CH:9]=O)[CH3:2].[O:27]1[CH2:31][C:30](=[O:32])[NH:29][C:28]1=[O:33].N1CCCCC1.C(O)(=O)C>O1CCCC1.[C].[Pd]>[CH2:1]([O:3][C:4]1[CH:5]=[C:6]([CH2:7][CH2:8][CH2:9][CH:31]2[O:27][C:28](=[O:33])[NH:29][C:30]2=[O:32])[CH:11]=[CH:12][C:13]=1[O:14][CH2:15][C:16]1[N:17]=[C:18]([C:21]2[CH:26]=[CH:25][CH:24]=[CH:23][CH:22]=2)[O:19][CH:20]=1)[CH3:2] |f:5.6|. Reported procedure: A mixture of 3-ethoxy-4-(2-phenyl-4-oxazolylmethoxy)cinnamaldehyde (3.0 g), 2,4-oxazolidinedione (1.7 g), piperidine (0.73 g) and acetic acid (50 ml) was stirred for 24 hours under reflux. The reaction mixture was concentrated under reduced pressure, and resulting crystalline precipitate was collected by filtration. The filtrate was dissolved in ethyl acetate. The solution was successively washed with a saturated aqueous solution of sodium hydrogencarbonate, water, 1N HCl and water, followed by ... Starting materials: O(C1=CC=CC=C1)C1=CC=C(NCC2=CC3=C(C=C2)OCO3)C=C1 (4-phenoxy-N-(3,4-methylenedioxybenzyl)-aniline), C(C)N(C(C)C)C(C)C (N-ethyl-diisopropylamine), C(C)(=O)Cl (acetyl chloride). Run in C1=CC=CC=C1 (benzene), C1=CC=CC=C1 (benzene). Conditions: time 8 hour. Product: O(C1=CC=CC=C1)C1=CC=C(N(CC2=CC3=C(C=C2)OCO3)C(C)=O)C=C1 (4-phenoxy-N-acetyl-N-(3,4-methylenedioxybenzyl)-aniline). Reaction SMILES: [C:1](Cl)(=[O:3])[CH3:2].[O:5]([C:12]1[CH:28]=[CH:27][C:15]([NH:16][CH2:17][C:18]2[CH:23]=[CH:22][C:21]3[O:24][CH2:25][O:26][C:20]=3[CH:19]=2)=[CH:14][CH:13]=1)[C:6]1[CH:11]=[CH:10][CH:9]=[CH:8][CH:7]=1.C(N(C(C)C)C(C)C)C>C1C=CC=CC=1>[O:5]([C:12]1[CH:28]=[CH:27][C:15]([N:16]([C:1](=[O:3])[CH3:2])[CH2:17][C:18]2[CH:23]=[CH:22][C:21]3[O:24][CH2:25][O:26][C:20]=3[CH:19]=2)=[CH:14][CH:13]=1)[C:6]1[CH:7]=[CH:8][CH:9]=[CH:10][CH:11]=1. Procedure details: 3.2 ml of acetyl chloride dissolved in 10 ml of anhydrous benzene is added dropwise at 0°-5° C. in the course of one hour, with stirring, to a solution of 12.7 g of 4-phenoxy-N-(3,4-methylenedioxybenzyl)-aniline and 6 g of N-ethyl-diisopropylamine in 100 ml of anhydrous benzene. The whole is subsequently heated to room temperature and stirred for a further 8 hours. The precipitated N-ethyl-diisopropylamine-hydrochloride is separated by filtration; the filtrate is washed with 10% sodium carbonate... The reactants are O (water), C([O-])([O-])=O.[K+].[K+] (potassium carbonate), C[C@](C(=O)NOC1OCCCC1)(CCC1=CC=C(C=C1)B1OC(C(O1)(C)C)(C)C)S(=O)(=O)C ((2R)-2-methyl-2-(methylsulfonyl)-N-(tetrahydro-2H-pyran-2-yloxy)-4-[4-(4,4,5,5-tetramethyl-1,3,2-dioxaborolan-2-yl)phenyl]butanamide), BrC1=CC=C(OC2OCCCC2)C=C1 (2-(4-bromophenoxy)tetrahydro-2H-pyran). The reagents and catalysts are [Pd+2] (Palladium (II)). The solvent is C(Cl)Cl (DCM), O1CCOCC1 (dioxane). Product: C[C@](C(=O)NOC1OCCCC1)(CCC1=CC=C(C=C1)C1=CC=C(C=C1)OC1OCCCC1)S(=O)(=O)C ((2R)-2-Methyl-2-(methylsulfonyl)-N-(tetrahydro-2H-pyran-2-yloxy)-4-[4′-(tetrahydro-2H-pyran-2-yloxy)biphenyl-4-yl]butanamide), solid. Yield: 74.4%. As a reaction SMILES: C(=O)([O-])[O-].[K+].[K+].[CH3:7][C@@:8]([S:36]([CH3:39])(=[O:38])=[O:37])([CH2:19][CH2:20][C:21]1[CH:26]=[CH:25][C:24](B2OC(C)(C)C(C)(C)O2)=[CH:23][CH:22]=1)[C:9]([NH:11][O:12][CH:13]1[CH2:18][CH2:17][CH2:16][CH2:15][O:14]1)=[O:10].Br[C:41]1[CH:53]=[CH:52][C:44]([O:45][CH:46]2[CH2:51][CH2:50][CH2:49][CH2:48][O:47]2)=[CH:43][CH:42]=1.O>O1CCOCC1.C(Cl)Cl.[Pd+2]>[CH3:7][C@@:8]([S:36]([CH3:39])(=[O:37])=[O:38])([CH2:19][CH2:20][C:21]1[CH:22]=[CH:23][C:24]([C:41]2[CH:53]=[CH:52][C:44]([O:45][CH:46]3[CH2:51][CH2:50][CH2:49][CH2:48][O:47]3)=[CH:43][CH:42]=2)=[CH:25][CH:26]=1)[C:9]([NH:11][O:12][CH:13]1[CH2:18][CH2:17][CH2:16][CH2:15][O:14]1)=[O:10] |f:0.1.2|. Reported procedure: Palladium (II) EnCat (575 mg, 0.22 mmol) was added to a mixture of potassium carbonate (892 mg, 3.1 mmol), (2R)-2-methyl-2-(methylsulfonyl)-N-(tetrahydro-2H-pyran-2-yloxy)-4-[4-(4,4,5,5-tetramethyl-1,3,2-dioxaborolan-2-yl)phenyl]butanamide (1.01 g, 2.1 mmol), (i.e. compound VIIa, which was prepared as in Preparation 8) and 2-(4-bromophenoxy)tetrahydro-2H-pyran (819 mg, 3.18 mmol) in dioxane:water (20 mL, 1:1) in a 50 mL flask and the reaction was heated at 90° C. overnight. The reaction was filt... Reactants: BrC=1C=C(C=C(C1)OC(F)(F)F)C1=CC(=NN1C=1C=NC=C(C1)F)C(=O)O (5-(3-Bromo-5-trifluoromethoxyphenyl)-1-(5-fluoropyridin-3-yl)-1H-pyrazole-3-carboxylic acid), ClC=1C=C(C=C(C1)F)C1=CC(=NN1C1=NC=CC=C1)C(=O)N1CNC(C1)=O (1-{[5-(3-Chloro-5-fluorophenyl)-1-(pyridin-2-yl)-1H-pyrazol-3-yl]carbonyl}imidazolidin-4-one), Cl.N1C(NC=C1)=O (4-imidazolinone-hydrochloride). Yields the product BrC=1C=C(C=C(C1)OC(F)(F)F)C1=CC(=NN1C=1C=NC=C(C1)F)C(=O)N1CNC(C1)=O (1-({5-[3-Bromo-5-(trifluoromethoxy)phenyl]-1-(5-fluoropyridin-3-yl)-1H-pyrazol-3-yl}carbonyl)imidazolidin-4-one). RXN SMILES: [Br:1][C:2]1[CH:3]=[C:4]([C:13]2[N:17]([C:18]3[CH:19]=[N:20][CH:21]=[C:22]([F:24])[CH:23]=3)[N:16]=[C:15]([C:25]([OH:27])=O)[CH:14]=2)[CH:5]=[C:6]([O:8][C:9]([F:12])([F:11])[F:10])[CH:7]=1.ClC1C=C(C2N(C3C=CC=CN=3)N=C(C([N:49]3[CH2:53][C:52](=[O:54])[NH:51][CH2:50]3)=O)C=2)C=C(F)C=1.Cl.N1C=CNC1=O>>[Br:1][C:2]1[CH:3]=[C:4]([C:13]2[N:17]([C:18]3[CH:19]=[N:20][CH:21]=[C:22]([F:24])[CH:23]=3)[N:16]=[C:15]([C:25]([N:49]3[CH2:53][C:52](=[O:54])[NH:51][CH2:50]3)=[O:27])[CH:14]=2)[CH:5]=[C:6]([O:8][C:9]([F:10])([F:12])[F:11])[CH:7]=1 |f:2.3|. Procedure: 75 mg (0.17 mmol) of the compound of Example 44A is reacted analogously to the synthesis of the compound of Example 1 with 23 mg (0.19 mmol) of 4-imidazolinone-hydrochloride. 71 mg (82% of theory) of the title compound is obtained. The reactants are C(C)(C)(C)OC([C@H]1N(CCC1)C(CC(C)SC(C)=O)=O)=O (1-(3-acetylthiobutanoyl)-L-proline tert-butyl ester). The solvent is FC(C(=O)O)(F)F (trifluoroacetic acid), C1(=CC=CC=C1)OC (anisole). Conditions: time 1 hour. Product: C(C)(=O)SC(CC(=O)N1[C@H](C(=O)O)CCC1)C (1-(3-Acetylthiobutanoyl)-L-Proline). As a reaction SMILES: C([O:5][C:6](=[O:21])[C@@H:7]1[CH2:11][CH2:10][CH2:9][N:8]1[C:12](=[O:20])[CH2:13][CH:14]([S:16][C:17](=[O:19])[CH3:18])[CH3:15])(C)(C)C>FC(F)(F)C(O)=O.C1(OC)C=CC=CC=1>[C:17]([S:16][CH:14]([CH3:15])[CH2:13][C:12]([N:8]1[CH2:9][CH2:10][CH2:11][C@H:7]1[C:6]([OH:21])=[O:5])=[O:20])(=[O:19])[CH3:18]. Procedure details: The 1-(3-acetylthiobutanoyl)-L-proline tert-butyl ester of Example 55 (5.2 g.) is dissolved in a mixture of trifluoroacetic acid (60 ml.) and anisole (30 ml.) and the solution is kept at room temperature for one hour. The solvents are removed in vacuo and the residual 1-(3-acetylthiobutanoyl)-L-proline is reprecipitated from ether-hexane several times, yield 4 g.. The dicyclohexylamine salt is made by the procedure of Example 44, m.p. 175°-176°.